From a dataset of the Open Reaction Database (ORD), a public repository of structured organic reaction records. describe an organic reaction: reactants, conditions, products, and yield The reactants are [BH4-].[Na+] (sodium borohydride), O=C(CC[C@H]1[C@H](CN(CC1)CCCC1=CC=CC=C1)C(=O)OC)C1=CC=NC2=CC=C(C=C12)OC (methyl (3R,4R)-4-[3-oxo-3-(6-methoxyquinolin-4-yl)propyl]-1-(3-phenylpropyl)piperidine-3-carboxylate), ClCCl (dichloromethane). Solvent: O (water), CO (methanol), O (water). Run at temperature 20 celsius, time 75 minute. Yields the product OC(CC[C@H]1[C@H](CN(CC1)CCCC1=CC=CC=C1)C(=O)OC)C1=CC=NC2=CC=C(C=C12)OC (methyl (3R,4R)-4-[3-(R,S)-hydroxy-3-(6-methoxyquinolin-4-yl)propyl]-1-(3-phenylpropyl)piperidine-3-carboxylate). Yield: 87.1%. RXN SMILES: [BH4-].[Na+].[O:3]=[C:4]([C:26]1[C:35]2[C:30](=[CH:31][CH:32]=[C:33]([O:36][CH3:37])[CH:34]=2)[N:29]=[CH:28][CH:27]=1)[CH2:5][CH2:6][C@@H:7]1[CH2:12][CH2:11][N:10]([CH2:13][CH2:14][CH2:15][C:16]2[CH:21]=[CH:20][CH:19]=[CH:18][CH:17]=2)[CH2:9][C@@H:8]1[C:22]([O:24][CH3:25])=[O:23].ClCCl>CO.O>[OH:3][CH:4]([C:26]1[C:35]2[C:30](=[CH:31][CH:32]=[C:33]([O:36][CH3:37])[CH:34]=2)[N:29]=[CH:28][CH:27]=1)[CH2:5][CH2:6][C@@H:7]1[CH2:12][CH2:11][N:10]([CH2:13][CH2:14][CH2:15][C:16]2[CH:21]=[CH:20][CH:19]=[CH:18][CH:17]=2)[CH2:9][C@@H:8]1[C:22]([O:24][CH3:25])=[O:23] |f:0.1|. Procedure details: 0.15 g of sodium borohydride was added portionwise at a temperature in the region of 20° C. and under an inert atmosphere to a stirred solution of 1.59 g of methyl (3R,4R)-4-[3-oxo-3-(6-methoxyquinolin-4-yl)propyl]-1-(3-phenylpropyl)piperidine-3-carboxylate in 25 cm3 of methanol. The mixture was subsequently stirred for 75 minutes at a temperature in the region of 20° C. 15 cm3 of distilled water were then added while maintaining the same temperature. The mixture, with a milky appearance, was co...